Dataset: the Open Reaction Database (ORD), a public repository of structured organic reaction records. Task: describe an organic reaction: reactants, conditions, products, and yield Reactants: CN(CCOS(=O)(=O)C=1C=C(C=CC1)C)S(=O)(=O)C=1C=C(C=CC1)C (Toluene-3-sulfonic Acid 2-(Methyl-(toluene-3-sulfonyl)-amino)-ethyl Ester), CC=1NC2=CC=CC=C2C1C=1CCNCC1 (2-methyl-3-(1,2,3,6-tetrahydro-pyridin-4-yl)-1H indole). The product is CC=1C=C(C=CC1)S(=O)(=O)N(CCN1CCC(=CC1)C1=C(NC2=CC=CC=C12)C)C (3,N-Dimethyl-N-(2-(4-(2-methyl-1H-indol-3-yl)-3,6 dihydro-2H-pyridin-1-yl)-ethyl)-benzene Sulfonamide). Reaction SMILES: [CH3:1][N:2]([S:16]([C:19]1[CH:20]=[C:21]([CH3:25])[CH:22]=[CH:23][CH:24]=1)(=[O:18])=[O:17])[CH2:3][CH2:4]OS(C1C=C(C)C=CC=1)(=O)=O.[CH3:26][C:27]1[NH:28][C:29]2[C:34]([C:35]=1[C:36]1[CH2:37][CH2:38][NH:39][CH2:40][CH:41]=1)=[CH:33][CH:32]=[CH:31][CH:30]=2>>[CH3:25][C:21]1[CH:20]=[C:19]([S:16]([N:2]([CH3:1])[CH2:3][CH2:4][N:39]2[CH2:40][CH:41]=[C:36]([C:35]3[C:34]4[C:29](=[CH:30][CH:31]=[CH:32][CH:33]=4)[NH:28][C:27]=3[CH3:26])[CH2:37][CH2:38]2)(=[O:17])=[O:18])[CH:24]=[CH:23][CH:22]=1. Procedure: The title compound was prepared using the procedure described in Example 1 using toluene-3-sulfonic acid 2-(methyl-(toluene-3-sulfonyl)-amino)-ethyl ester (D1) and 2-methyl-3-(1,2,3,6-tetrahydro-pyridin-4-yl)-1H indole. MH+ 424. The reactants are CC(C)OC(=O)/N=N/C(=O)OC(C)C (diisopropylazodicarboxylate), ClC=1C(=NC=CN1)C(O)C1=CC=C(C=C1)OC1=CC=CC=C1 ((3-chloropyrazin-2-yl)-(4-phenoxyphenyl)-methanol), C1(C=2C(C(N1)=O)=CC=CC2)=O (phthalimide), C1(=CC=CC=C1)P(C1=CC=CC=C1)C1=CC=CC=C1 (triphenylphosphine), EtOAc Hexanes. Run in C1CCOC1 (THF). Run at temperature 60 celsius, time 16 hour. Yields the product ClC=1C(=NC=CN1)C(N1C(C2=CC=CC=C2C1=O)=O)C1=CC=C(C=C1)OC1=CC=CC=C1 (2-[(3-Chloropyrazin-2-yl)-(4-phenoxyphenyl)-methyl]-isoindole-1,3-dione). RXN SMILES: [Cl:1][C:2]1[C:3]([CH:8]([C:10]2[CH:15]=[CH:14][C:13]([O:16][C:17]3[CH:22]=[CH:21][CH:20]=[CH:19][CH:18]=3)=[CH:12][CH:11]=2)O)=[N:4][CH:5]=[CH:6][N:7]=1.[C:23]1(=[O:33])[NH:27][C:26](=[O:28])[C:25]2=[CH:29][CH:30]=[CH:31][CH:32]=[C:24]12.C1(P(C2C=CC=CC=2)C2C=CC=CC=2)C=CC=CC=1.CC(OC(/N=N/C(OC(C)C)=O)=O)C>C1COCC1>[Cl:1][C:2]1[C:3]([CH:8]([C:10]2[CH:15]=[CH:14][C:13]([O:16][C:17]3[CH:22]=[CH:21][CH:20]=[CH:19][CH:18]=3)=[CH:12][CH:11]=2)[N:27]2[C:23](=[O:33])[C:24]3[C:25](=[CH:29][CH:30]=[CH:31][CH:32]=3)[C:26]2=[O:28])=[N:4][CH:5]=[CH:6][N:7]=1. Reported procedure: To a mixture of (3-chloropyrazin-2-yl)-(4-phenoxyphenyl)-methanol (12.0 g, 38.4 mmol), phthalimide (11.30 g, 76.8 mmol) and triphenylphosphine (20.10 g, 76.8 mmol) in THF (150 mL) in a flame-dried flask was added diisopropylazodicarboxylate (15.2 mL, 76.8 mmol) drop wise under nitrogen atmosphere. The reaction mixture was stirred at 60° C. for 16 h. TLC (EtOAc/Hexanes, 1:1) showed no starting material left. Solvent was then evaporated to give a crude residue which was purified through column on ... Starting materials: NC=1C=CC(=C2CN(C(C12)=O)C)[C@@H]1CC[C@H](CC1)O (7-amino-4-(trans-4-hydroxycyclohexyl)-2-methyl-2,3-dihydro-1H-isoindol-1-one), ClC1=NC(=NC=C1C(F)(F)F)NC1=CC=C(C=C1)P(=O)(CCC)CCC (4-chloro-N-[4-(dipropyl phosphoryl)phenyl]-5-(trifluoromethyl)pyrimidin-2-amine), 198A. RXN SMILES: Cl[C:2]1[C:7]([C:8]([F:11])([F:10])[F:9])=[CH:6][N:5]=[C:4]([NH:12][C:13]2[CH:18]=[CH:17][C:16]([P:19]([CH2:24][CH2:25][CH3:26])([CH2:21][CH2:22][CH3:23])=[O:20])=[CH:15][CH:14]=2)[N:3]=1.[NH2:27][C:28]1[CH:29]=[CH:30][C:31]([C@H:39]2[CH2:44][CH2:43][C@H:42]([OH:45])[CH2:41][CH2:40]2)=[C:32]2[C:36]=1[C:35](=[O:37])[N:34]([CH3:38])[CH2:33]2>>[CH2:21]([P:19]([C:16]1[CH:17]=[CH:18][C:13]([NH:12][C:4]2[N:3]=[C:2]([NH:27][C:28]3[CH:29]=[CH:30][C:31]([C@H:39]4[CH2:44][CH2:43][C@H:42]([OH:45])[CH2:41][CH2:40]4)=[C:32]4[C:36]=3[C:35](=[O:37])[N:34]([CH3:38])[CH2:33]4)[C:7]([C:8]([F:11])([F:10])[F:9])=[CH:6][N:5]=2)=[CH:14][CH:15]=1)([CH2:24][CH2:25][CH3:26])=[O:20])[CH2:22][CH3:23]. The product is C(CC)P(=O)(CCC)C1=CC=C(C=C1)NC1=NC=C(C(=N1)NC=1C=CC(=C2CN(C(C12)=O)C)[C@@H]1CC[C@H](CC1)O)C(F)(F)F (7-{[2-{[4-(Dipropylphosphoryl)phenyl]amino}-5-(trifluoromethyl)pyrimidin-4-yl]amino}-4-(trans-4-hydroxycyclohexyl)-2-methyl-2,3-dihydro-1H-isoindol-1-one), white solid. Procedure: The title compound was prepared according to the procedure for Example 102 using 4-chloro-N-[4-(dipropyl phosphoryl)phenyl]-5-(trifluoromethyl)pyrimidin-2-amine Compound 198A, (75.0 mg, 0.185 mmol) and 7-amino-4-(trans-4-hydroxycyclohexyl)-2-methyl-2,3-dihydro-1H-isoindol-1-one (48.1 mg, 0.185 mmol). The reaction mixture was concentrated in vacuo purified on an ISCO Combiflash unit (0-5% MeOH/DCM) to isolate the desired product as 66 mg of a white solid. 1H NMR (400 MHz, DMSO-d6) δ 0.93 (t, J=7.... Reactants: S1C(=CC=C1)CN (thiophene-2-ylmethanamine), OC=1C(=CC=C2C=CC=NC12)C(=O)O (8-hydroxyquinoline-7-carboxylic acid), N1(C=NC=C1)C(=O)N1C=NC=C1 (di(1H-imidazol-1-yl)methanone), S1C(=CC=C1)CN (thiophene-2-ylmethanamine). The solvent is C1CCOC1 (THF). Reaction conditions: temperature 45 celsius, time 24 hour. The product is OC=1C(=CC=C2C=CC=NC12)C(=O)NCC=1SC=CC1 (8-Hydroxy-N-(thiophen-2-ylmethyl)quinoline-7-carboxamide). Yield: 53.8%. RXN SMILES: [OH:1][C:2]1[C:3]([C:12]([OH:14])=O)=[CH:4][CH:5]=[C:6]2[C:11]=1[N:10]=[CH:9][CH:8]=[CH:7]2.N1(C(N2C=CN=C2)=O)C=CN=C1.[S:27]1[CH:31]=[CH:30][CH:29]=[C:28]1[CH2:32][NH2:33]>C1COCC1>[OH:1][C:2]1[C:3]([C:12]([NH:33][CH2:32][C:28]2[S:27][CH:31]=[CH:30][CH:29]=2)=[O:14])=[CH:4][CH:5]=[C:6]2[C:11]=1[N:10]=[CH:9][CH:8]=[CH:7]2. Procedure: A mixture of 8-hydroxyquinoline-7-carboxylic acid (100 mg, 0.53 mmol) and di(1H-imidazol-1-yl)methanone (86 mg, 0.53 mmol) in THF (8 mL) was heated to 45° C. overnight, under nitrogen. The reaction mixture was allowed to cool to RT and thiophene-2-ylmethanamine (30 mg, 0.26 mmol) was added. The resulting mixture was stirred at RT for 24 h. Additional thiophene-2-ylmethanamine (15 mg, 0.1.3 mmol) was added and the reaction mixture was stirred for 60 h at RT. The reaction mixture was quenched with... Reagents/catalysts: [Cu]I (CuI), Cl[Pd]([P](C1=CC=CC=C1)(C2=CC=CC=C2)C3=CC=CC=C3)([P](C4=CC=CC=C4)(C5=CC=CC=C5)C6=CC=CC=C6)Cl (PdCl2(PPh3)2). Run at time 2 day. The product is FC(OC1=CC=C(C=C1)C1=NNC=C1)(F)F (3-[4-(trifluoromethoxy)phenyl]-1H-pyrazole). Reactants: IC1=CC=C(C=C1)OC(F)(F)F (1-iodo-4-(trifluoromethoxy)benzene), C(C#C)OC1OCCCC1 (2-(2-propynyloxy)tetrahydro-2H-pyran), N#N (N2), S(=O)(=O)(O)O.CNN (methylhydrazine sulfate), C(=O)(O)[O-].[Na+] (NaHCO3). Reaction SMILES: [CH2:1](OC1CCCCO1)[C:2]#[CH:3].N#N.I[C:14]1[CH:19]=[CH:18][C:17]([O:20][C:21]([F:24])([F:23])[F:22])=[CH:16][CH:15]=1.S(O)(O)(=O)=O.C[NH:31][NH2:32].C([O-])(O)=O.[Na+]>C1COCC1.O.[Cu]I.Cl[Pd](Cl)([P](C1C=CC=CC=1)(C1C=CC=CC=1)C1C=CC=CC=1)[P](C1C=CC=CC=1)(C1C=CC=CC=1)C1C=CC=CC=1>[F:22][C:21]([F:24])([F:23])[O:20][C:17]1[CH:18]=[CH:19][C:14]([C:3]2[CH:2]=[CH:1][NH:32][N:31]=2)=[CH:15][CH:16]=1 |f:3.4,5.6,^1:48,67|. Procedure: A solution of 2-(2-propynyloxy)tetrahydro-2H-pyran (69) (0.758 g, 5.41 mmol), CuI (17 mg, 0.09 mmol) and PdCl2(PPh3)2 (0.158 g, 0.023 mmol) in THF (15 mL) was purged with N2. 1-Iodo-4-(trifluoromethoxy)benzene (70) (1.30 g, 4.51 mmol) in THF (10 mL) was added, followed by a solution of methylhydrazine sulfate (1.95 g, 13.5 mmol) and NaHCO3 (2.27 g, 27 mmol) in water (25 mL). The mixture was flushed with carbon monoxide and then stirred at room temperature for 2 days under one atmosphere of carbo... Solvent: C1CCOC1 (THF), O (water), C1CCOC1 (THF). The yield is 100.5%. Product: ClC=1C=C(OC2=CC=C(CBr)C=C2)C=C(C1)Cl (4-(3,5-dichlorophenoxy)benzyl bromide). Reaction SMILES: [BH4-].[Na+].[Cl:3][C:4]1[CH:5]=[C:6]([CH:16]=[C:17]([Cl:19])[CH:18]=1)[O:7][C:8]1[CH:15]=[CH:14][C:11]([CH2:12]O)=[CH:10][CH:9]=1.C(Br)(Br)(Br)[Br:21].C1(P(C2C=CC=CC=2)C2C=CC=CC=2)C=CC=CC=1>C(Cl)Cl>[Cl:3][C:4]1[CH:5]=[C:6]([CH:16]=[C:17]([Cl:19])[CH:18]=1)[O:7][C:8]1[CH:15]=[CH:14][C:11]([CH2:12][Br:21])=[CH:10][CH:9]=1 |f:0.1|. Solvent: C(Cl)Cl (methylene chloride). Procedure: Using 3,5-dichlorophenol and 4-fluorobenzaldehyde, the reaction was carried out in the same manner as in Reference Example 1 to obtain 4-(3,5-dichlorophenoxy)benzaldehyde. Subsequently, the same procedure as in Reference Example 189 was followed using sodium borohydride in place of the lithium aluminum hydride. This gave 4-(3,5-dichlorophenoxy)benzyl alcohol. The resulting alcohol (2.03 g), along with carbon tetrabromide (2.75 g), was dissolved in methylene chloride (30 mL). While this solution ... Starting materials: [BH4-].[Na+] (sodium borohydride), C1(=CC=CC=C1)P(C1=CC=CC=C1)C1=CC=CC=C1 (triphenyl phosphine), ClC=1C=C(OC2=CC=C(CO)C=C2)C=C(C1)Cl (4-(3,5-dichlorophenoxy)benzyl alcohol), alcohol, C(Br)(Br)(Br)Br (carbon tetrabromide). Conditions: temperature 0 celsius.